From a dataset of the Open Reaction Database (ORD), a public repository of structured organic reaction records. describe an organic reaction: reactants, conditions, products, and yield Reactants: C(C)(=O)OC(C)=O (acetic anhydride), C(C1=CC=CC=C1)OC1=CC=C(CNC2=CC=C(C=C2)O)C=C1 (4-[N-(4-benzyloxybenzyl)amino]phenol), N1=CC=CC=C1 (pyridine), O (water). Conditions: time 2 hour. Product: C(C)(=O)OC1=CC=C(C=C1)N(CC1=CC=C(C=C1)OCC1=CC=CC=C1)C(C)=O (4-[N-acetyl-N-(4-benzyloxy-benzyl)amino]phenyl acetate). Reaction SMILES: [CH2:1]([O:8][C:9]1[CH:23]=[CH:22][C:12]([CH2:13][NH:14][C:15]2[CH:20]=[CH:19][C:18]([OH:21])=[CH:17][CH:16]=2)=[CH:11][CH:10]=1)[C:2]1[CH:7]=[CH:6][CH:5]=[CH:4][CH:3]=1.[C:24](OC(=O)C)(=[O:26])[CH3:25].[OH2:31].N1[CH:37]=[CH:36]C=CC=1>>[C:24]([O:21][C:18]1[CH:17]=[CH:16][C:15]([N:14]([C:36](=[O:31])[CH3:37])[CH2:13][C:12]2[CH:22]=[CH:23][C:9]([O:8][CH2:1][C:2]3[CH:3]=[CH:4][CH:5]=[CH:6][CH:7]=3)=[CH:10][CH:11]=2)=[CH:20][CH:19]=1)(=[O:26])[CH3:25]. Reported procedure: 100 mg of 4-[N-(4-benzyloxybenzyl)amino]phenol was dissolved in 4 ml of pyridine, and 2 ml of acetic anhydride was added thereto, followed by stirring at room temperature for 2 hours. After water was added to the reaction mixture, the product was extracted with ethyl acetate. The organic layer was washed with 5% hydrochloric acid and a saturated aqueous solution of sodium hydrogen carbonate, and dried over anhydrous sodium sulfate. After the solvent was distilled off, the resulting crude product... Starting materials: Cl (hydrochloric acid), O=C(C#CC1=CC=C(C(=O)OC)C=C1)C1=CC(=C(C=C1)OC)C12CC3CC(CC(C1)C3)C2 (methyl 4-[[3-oxo-3-[3-(1-adamantyl)-4-methoxyphenyl]-1-propynYl]]benzoate), C1CCOC1 (THF), [OH-].[Li+] (lithium hydroxide). The solvent is O (water). The product is O=C(C#CC1=CC=C(C(=O)O)C=C1)C1=CC(=C(C=C1)OC)C12CC3CC(CC(C1)C3)C2 (4-[[3-oxo-3-[3-(1-adamantyl)-4-methoxyphenyl]-1-propynyl]]benzoic acid). As a reaction SMILES: [O:1]=[C:2]([C:15]1[CH:20]=[CH:19][C:18]([O:21][CH3:22])=[C:17]([C:23]23[CH2:32][CH:27]4[CH2:28][CH:29]([CH2:31][CH:25]([CH2:26]4)[CH2:24]2)[CH2:30]3)[CH:16]=1)[C:3]#[C:4][C:5]1[CH:14]=[CH:13][C:8]([C:9]([O:11]C)=[O:10])=[CH:7][CH:6]=1.C1COCC1.[OH-].[Li+].Cl>O>[O:1]=[C:2]([C:15]1[CH:20]=[CH:19][C:18]([O:21][CH3:22])=[C:17]([C:23]23[CH2:24][CH:25]4[CH2:31][CH:29]([CH2:28][CH:27]([CH2:26]4)[CH2:32]2)[CH2:30]3)[CH:16]=1)[C:3]#[C:4][C:5]1[CH:6]=[CH:7][C:8]([C:9]([OH:11])=[O:10])=[CH:13][CH:14]=1 |f:2.3|. Reported procedure: 962 mg (2.2 mmol) of the above methyl ester (b) and 10 ml of THF were introduced into a round-bottomed flask and 283 mg (6.7 mmol) of lithium hydroxide were added. The reaction medium was heated at reflux for 5 hours and was then poured into water and acidified to pH 1 with concentrated hydrochloric acid. The organic phase was separated out after settling had taken place, dried over magnesium sulfate and evaporated. The solid obtained was triturated from hexane, filtered off and dried. 600 mg (8...